describe an organic reaction: reactants, conditions, products, and yield From a dataset of the Open Reaction Database (ORD), a public repository of structured organic reaction records. Reactants: C(C1=CC=CC=C1)SC[C@@H](C(OC)OC)NC([C@@H](NC([C@@H](NC([C@@H](NC([C@@H](NC([C@@H](NC(CCC(=O)OC(C)(C)C)=O)CC(OC(C)(C)C)=O)=O)CCC(OC(C)(C)C)=O)=O)CC1=C(C=CC=C1)C)=O)C(C)(C)C)=O)CC(C)C)=O (N1-[2-(benzylthio)-1(R)-(dimethoxymethyl)ethyl]-N2-[N-[N-[N-[N-[3-(tert-butoxycarbonyl)propionyl]-O-tert-butyl-L-α-aspartyl]-O-tert-butyl-L-α-glutamyl]-2-methyl-L-phenylalanyl]-3-methyl-L-valyl]-L-leucinamide). The reagents and catalysts are O (water). Solvent: FC(C(=O)O)(F)F.ClCCl (trifluoroacetic acid dichloromethane). Run at time 90 minute. The product is C(C1=CC=CC=C1)SC[C@@H](C=O)NC([C@@H](NC([C@@H](NC([C@@H](NC([C@@H](NC([C@@H](NC(CCC(=O)O)=O)CC(O)=O)=O)CCC(O)=O)=O)CC1=C(C=CC=C1)C)=O)C(C)(C)C)=O)CC(C)C)=O (3-(benzylthio)-2(R)-[[N-[N-[N-[N-[N-(3-carboxypropionyl)-L-α-aspartyl]-L-α-glutamyl]-2-methyl-L-phenylalanyl]-3-methyl-L-valyl]-L-leucyl]amino]propionaldehyde). Isolated yield 88.1%. Reaction SMILES: [CH2:1]([S:8][CH2:9][C@H:10]([NH:16][C:17](=[O:80])[C@H:18]([CH2:76][CH:77]([CH3:79])[CH3:78])[NH:19][C:20](=[O:75])[C@H:21]([C:71]([CH3:74])([CH3:73])[CH3:72])[NH:22][C:23](=[O:70])[C@H:24]([CH2:62][C:63]1[CH:68]=[CH:67][CH:66]=[CH:65][C:64]=1[CH3:69])[NH:25][C:26](=[O:61])[C@H:27]([CH2:52][CH2:53][C:54](=[O:60])[O:55]C(C)(C)C)[NH:28][C:29](=[O:51])[C@H:30]([CH2:43][C:44](=[O:50])[O:45]C(C)(C)C)[NH:31][C:32](=[O:42])[CH2:33][CH2:34][C:35]([O:37]C(C)(C)C)=[O:36])[CH:11](OC)[O:12]C)[C:2]1[CH:7]=[CH:6][CH:5]=[CH:4][CH:3]=1>FC(F)(F)C(O)=O.ClCCl.O>[CH2:1]([S:8][CH2:9][C@H:10]([NH:16][C:17](=[O:80])[C@H:18]([CH2:76][CH:77]([CH3:78])[CH3:79])[NH:19][C:20](=[O:75])[C@H:21]([C:71]([CH3:72])([CH3:73])[CH3:74])[NH:22][C:23](=[O:70])[C@H:24]([CH2:62][C:63]1[CH:68]=[CH:67][CH:66]=[CH:65][C:64]=1[CH3:69])[NH:25][C:26](=[O:61])[C@H:27]([CH2:52][CH2:53][C:54](=[O:55])[OH:60])[NH:28][C:29](=[O:51])[C@H:30]([CH2:43][C:44](=[O:45])[OH:50])[NH:31][C:32](=[O:42])[CH2:33][CH2:34][C:35]([OH:37])=[O:36])[CH:11]=[O:12])[C:2]1[CH:3]=[CH:4][CH:5]=[CH:6][CH:7]=1 |f:1.2|. Procedure: 56 mg (0.049 mmol) of N1-[2-(benzylthio)-1(R)-(dimethoxymethyl)ethyl]-N2-[N-[N-[N-[N-[3-(tert-butoxycarbonyl)propionyl]-O-tert-butyl-L-α-aspartyl]-O-tert-butyl-L-α-glutamyl]-2-methyl-L-phenylalanyl]-3-methyl-L-valyl]-L-leucinamide were dissolved in 10 ml of trifluoroacetic acid/dichloromethane (1:1) containing 3 drops of water and the solution was stirred for 90 minutes. The solution was evaporated to dryness under a vacuum and the residue was re-evaporated twice with toluene. The solid was trit... As a reaction SMILES: [NH2:1][C@H:2]([C:11]([OH:13])=[O:12])[CH2:3][C:4]1[CH:9]=[CH:8][C:7]([OH:10])=[CH:6][CH:5]=1.CO.O>C(#N)C>[NH2:1][C@@H:2]([C:11]([OH:13])=[O:12])[CH2:3][C:4]1[CH:5]=[CH:6][C:7]([OH:10])=[CH:8][CH:9]=1. Yields the product N[C@H](CC1=CC=C(C=C1)O)C(=O)O ((R)-tyrosine). The solvent is C(C)#N (acetonitrile). Reported procedure: Example 1 was repeated with the difference that the sample to be tested was a tyrosine of unknown enantiomer composition, the comparison samples were (RS)-, (R)-, and (S)-tyrosine, and the mobile phase was a mixture of methanol, water, and acetonitrile in a 1:1:0.6 ratio by volume. In this case, the (R)-tyrosine gave a spot with an Rf -value of 0.34 and the (S)-tyrosine gave a spot with an Rf value of 0.26. The reactants are N[C@@H](CC1=CC=C(C=C1)O)C(=O)O (tyrosine), N[C@@H](CC1=CC=C(C=C1)O)C(=O)O ((S)-tyrosine), CO (methanol), O (water).